Dataset: the Open Reaction Database (ORD), a public repository of structured organic reaction records. Task: describe an organic reaction: reactants, conditions, products, and yield Starting materials: C(C1=CC=CC=C1)OC=1C=C(OCC(=O)OCC)C(=CC1)C(CC)=O (ethyl 3-benzyloxy-6-propionylphenoxyacetate), [OH-].[K+] (potassium hydroxide), C(C1=CC=CC=C1)OC=1C=C(OCC(=O)OCC)C(=CC1)C(CC)=O (ethyl 3-benzyloxy-6-propionylphenoxyacetate). Solvent: CO (methanol). Run at time 2 hour. Yields the product C(C1=CC=CC=C1)OC=1C=C(OCC(=O)O)C(=CC1)C(CC)=O (3-benzyloxy-6-propionylphenoxyacetic acid). The yield is 77.2%. As a reaction SMILES: [CH2:1]([O:8][C:9]1[CH:10]=[C:11]([C:19]([C:22](=[O:25])[CH2:23][CH3:24])=[CH:20][CH:21]=1)[O:12][CH2:13][C:14]([O:16]CC)=[O:15])[C:2]1[CH:7]=[CH:6][CH:5]=[CH:4][CH:3]=1.[OH-].[K+]>CO>[CH2:1]([O:8][C:9]1[CH:10]=[C:11]([C:19]([C:22](=[O:25])[CH2:23][CH3:24])=[CH:20][CH:21]=1)[O:12][CH2:13][C:14]([OH:16])=[O:15])[C:2]1[CH:3]=[CH:4][CH:5]=[CH:6][CH:7]=1 |f:1.2|. Procedure details: A mixture of 5.0 g of 2',4'-dihydroxypropiophenone, 5.4 g of benzyl bromide, 6.2 g of potassium carbonate and 50 ml of acetone was refluxed for 7 hours. After cooling, the solid was separated by filtration. The filtrate was concentrated, and the residue was separated by column chromatography to give 4.7 g of 4'-benzyloxy-2'-hydroxypropiophenone as a white solid (yield 61%, melting point 111.5°-112.5° C.). Then, a mixture of 4.5 g of this solid, 3.5 g of ethyl bromoacetate, 6.1 g of potassium car... The product is CC(C)Cc1cccc(C(C)O)c1. Reactants: [Br-], CC(C)Cc1cccc(C=O)c1, C[Mg+], C1CCOC1. As a reaction SMILES: [Br-:1].[CH2:4]([CH:5]([CH3:6])[CH3:7])[c:8]1[cH:9][c:10]([CH:11]=[O:12])[cH:13][cH:14][cH:15]1.[CH3:2][Mg+:3].[O:16]1[CH2:17][CH2:18][CH2:19][CH2:20]1>>[CH3:2][CH:11]([c:10]1[cH:9][c:8]([CH2:4][CH:5]([CH3:6])[CH3:7])[cH:15][cH:14][cH:13]1)[OH:12]. The reactants are [H-].[Al+3].[Li+].[H-].[H-].[H-] (Lithium aluminum hydride), C(C(C)C)C1=CC=C(C=O)C=C1 (4-isobutylbenzaldehyde), O (water), [OH-].[Na+] (NaOH), O (water). Solvent: C(C)OCC (diethyl ether), C(C)OCC (diethyl ether). Yields the product C(C(C)C)C1=CC=C(CO)C=C1 (4-isobutylbenzyl alcohol). Yield: 94.2%. RXN SMILES: [H-].[Al+3].[Li+].[H-].[H-].[H-].[CH2:7]([C:11]1[CH:18]=[CH:17][C:14]([CH:15]=[O:16])=[CH:13][CH:12]=1)[CH:8]([CH3:10])[CH3:9].O.[OH-].[Na+]>C(OCC)C>[CH2:7]([C:11]1[CH:12]=[CH:13][C:14]([CH2:15][OH:16])=[CH:17][CH:18]=1)[CH:8]([CH3:10])[CH3:9] |f:0.1.2.3.4.5,8.9|. Procedure: Lithium aluminum hydride (586 mg, 15.4 mmol) was slurried in diethyl ether (50 mL) and cooled in an ice bath. A solution of 4-isobutylbenzaldehyde (5.00 g, 30.9 mmol) in diethyl ether (30 mL) was added dropwise over 10 min and the mixture was stirred for 30 min before successive addition of water (0.6 mL), 15% aq NaOH (0.6 mL), and water (1.8 mL). The resulting precipitate was removed via filtration and the filtrate was dried (MgSO4), filtered, and evaporated in vacuo to give 4-isobutylbenzyl al... The reactants are CCS(=O)(=O)Cl, CCOc1nc(N)nc2ccc(-c3cccc(NS(=O)(=O)C(C)C)c3)nc12, CCOc1nc(N)nc2ccc(-c3ccc(N)cc3)nc12. Product: CCOc1nc(N)nc2ccc(-c3ccc(NS(=O)(=O)CC)cc3)nc12. RXN SMILES: [CH2:28]([CH3:29])[S:30](=[O:31])(=[O:32])[Cl:33].[NH2:1][c:2]1[n:3][c:4]([O:5][CH2:6][CH3:7])[c:8]2[n:9][c:10](-[c:11]3[cH:12][c:13]([NH:14][S:15]([CH:16]([CH3:17])[CH3:18])(=[O:19])=[O:20])[cH:21][cH:22][cH:23]3)[cH:24][cH:25][c:26]2[n:27]1.[NH2:34][c:35]1[cH:36][cH:37][c:38](-[c:41]2[cH:42][cH:43][c:44]3[n:45][c:46]([NH2:54])[n:47][c:48]([O:51][CH2:52][CH3:53])[c:49]3[n:50]2)[cH:39][cH:40]1>>[CH2:28]([CH3:29])[S:30](=[O:31])(=[O:32])[NH:34][c:35]1[cH:36][cH:37][c:38](-[c:41]2[cH:42][cH:43][c:44]3[n:45][c:46]([NH2:54])[n:47][c:48]([O:51][CH2:52][CH3:53])[c:49]3[n:50]2)[cH:39][cH:40]1. Reactants: OCCC1=CC=C(C=C1)OCCOCC1=CC=CC=C1 (1-(2-hydroxyethyl)-4-(2-benzyloxyethoxy)benzene), C=C1CC(=O)O1 (diketene). Yields the product C(C1=CC=CC=C1)OCCOC1=CC=C(C=C1)CCOC(CC(=O)C)=O (2-[4-(2-benzyloxyethoxy)phenyl]ethylacetoacetate). RXN SMILES: [OH:1][CH2:2][CH2:3][C:4]1[CH:9]=[CH:8][C:7]([O:10][CH2:11][CH2:12][O:13][CH2:14][C:15]2[CH:20]=[CH:19][CH:18]=[CH:17][CH:16]=2)=[CH:6][CH:5]=1.[CH2:21]=[C:22]1[O:26][C:24](=[O:25])[CH2:23]1>>[CH2:14]([O:13][CH2:12][CH2:11][O:10][C:7]1[CH:8]=[CH:9][C:4]([CH2:3][CH2:2][O:1][C:24](=[O:25])[CH2:23][C:22]([CH3:21])=[O:26])=[CH:5][CH:6]=1)[C:15]1[CH:20]=[CH:19][CH:18]=[CH:17][CH:16]=1. Procedure details: Diketene (3-buteno-β-lactone, available, e.g., from Aldrich Chemical Co.) is then added to the hydroxyalkylbenzene derivative 4 under basic conditions, e.g., using triethylamine in dimethoxyethane (DME) to form a ω-phenylalkylacetoacetate derivative (5). For example, 1-(2-hydroxyethyl)-4-(2-benzyloxyethoxy)benzene is reacted with diketene to afford 2-[4-(2-benzyloxyethoxy)phenyl]ethylacetoacetate (5) (Step 5). Reactants: SC=1NC2=C(N1)C=CC(=C2)C (2-mercapto-5-methylbenzimidazole), C([O-])([O-])=O.[K+].[K+] (potassium carbonate), ICCCI (1,3-diiodopropane). The product is CC1=CC2=C(N3C(=N2)SCCC3)C=C1 (8-Methyl-3,4-dihydro-2H-[1,3]thiazino[3,2-a]benzimidazole). The solvent is CN(C=O)C (N,N-dimethylformamide). RXN SMILES: [SH:1][C:2]1[NH:3][C:4]2[CH:10]=[C:9]([CH3:11])[CH:8]=[CH:7][C:5]=2[N:6]=1.C(=O)([O-])[O-].[K+].[K+].I[CH2:19][CH2:20][CH2:21]I>CN(C)C=O>[CH3:11][C:9]1[CH:8]=[CH:7][C:5]2[N:6]3[CH2:21][CH2:20][CH2:19][S:1][C:2]3=[N:3][C:4]=2[CH:10]=1 |f:1.2.3|. Isolated yield 25.3%. Procedure: To a flask were added 2 g 2-mercapto-5-methylbenzimidazole, 4.2 g potassium carbonate, 4.0 g 1,3-diiodopropane and 60 ml N,N-dimethylformamide. The mixture was heated to 50 C under nitrogen for 5 hours and then cooled to 22 C. The reaction was quenched with 100 ml water and the product was extracted twice with ethyl acetate and washed twice with water. Following removal of the solvent, the product was recrystallized by dissolving in a hot mixture of 50 ml hexane with 10 ml 2-propanol. After cool... Reactants: COC([C@@H](NC(C1=C(C=C(C=C1)C=CN1C=NC=C1)C1=C(C=CC=C1)C)=O)CCSC)=O ({4-[2-(1H-1-Imidazolyl)ethenyl]-2-(2-methylphenyl)benzoyl}methionine Methyl Ester). Reagents/catalysts: [Pd] (palladium). Run in CO (methanol). Reaction conditions: time 5 hour. Yields the product COC([C@@H](NC(C1=C(C=C(C=C1)CCN1C=NC=C1)C1=C(C=CC=C1)C)=O)CCSC)=O ({4-[2-(1H-1-Imidazolyl)ethyl]-2-(2-methylphenyl)benzoyl}methionine Methyl Ester). Isolated yield 56.5%. Reaction SMILES: [CH3:1][O:2][C:3](=[O:32])[C@H:4]([CH2:28][CH2:29][S:30][CH3:31])[NH:5][C:6](=[O:27])[C:7]1[CH:12]=[CH:11][C:10]([CH:13]=[CH:14][N:15]2[CH:19]=[CH:18][N:17]=[CH:16]2)=[CH:9][C:8]=1[C:20]1[CH:25]=[CH:24][CH:23]=[CH:22][C:21]=1[CH3:26]>CO.[Pd]>[CH3:1][O:2][C:3](=[O:32])[C@H:4]([CH2:28][CH2:29][S:30][CH3:31])[NH:5][C:6](=[O:27])[C:7]1[CH:12]=[CH:11][C:10]([CH2:13][CH2:14][N:15]2[CH:19]=[CH:18][N:17]=[CH:16]2)=[CH:9][C:8]=1[C:20]1[CH:25]=[CH:24][CH:23]=[CH:22][C:21]=1[CH3:26]. Reported procedure: A mixture of the product of Example 278A (171 mg, 0.38 mmol) and palladium (10%) on carbon (489 mg, 0.46 mmol of palladium) in methanol was flushed with hydrogen, and stirred under a hydrogen balloon for 5 hours. The mixture was then filtered through Celite, rinsed, with ethyl acetate, and concentrated in vacuo. The residue was purified by column chromatography (5% methanol-ethyl acetate) to give the title compound (97 mg, 56%).